This data is from the Open Reaction Database (ORD), a public repository of structured organic reaction records. The task is: describe an organic reaction: reactants, conditions, products, and yield Procedure details: The title compound was prepared according to the procedure of step 2 in EXAMPLE 1 (CJ-022998) using 4-[(2-fluorophenyl)amino]-1-methyl-1H-pyrazole-5-carboxylic acid (EXAMPLE 2, step 1), instead of 4-[(4-fluorophenyl)amino]-1-methyl-1H-pyrazole-5-carboxylic acid. RXN SMILES: [F:1][C:2]1[CH:7]=[CH:6][CH:5]=[CH:4][C:3]=1[NH:8][C:9]1[CH:10]=[N:11][N:12]([CH3:17])[C:13]=1[C:14]([OH:16])=O.FC1C=CC(NC2C=NN(C)C=2C(O)=O)=CC=1>>[F:1][C:2]1[C:3]2[NH:8][C:9]3[CH:10]=[N:11][N:12]([CH3:17])[C:13]=3[C:14](=[O:16])[C:4]=2[CH:5]=[CH:6][CH:7]=1. Starting materials: FC1=C(C=CC=C1)NC=1C=NN(C1C(=O)O)C (4-[(2-fluorophenyl)amino]-1-methyl-1H-pyrazole-5-carboxylic acid), FC1=CC=C(C=C1)NC=1C=NN(C1C(=O)O)C (4-[(4-fluorophenyl)amino]-1-methyl-1H-pyrazole-5-carboxylic acid). Yields the product FC1=CC=CC=2C(C3=C(NC12)C=NN3C)=O (5-FLUORO-1-METHYL-1,4-DIHYDRO-9H-PYRAZOLO[4,3-b]QUINOLIN-9-ONE). Starting materials: C([C@H](O)C1=CC=CC=C1)(=O)OCC(CC)N ((-)-2-amino-1-butanol D-(-)-mandelate). Solvent: O (water). Run at temperature -5 celsius. Product: C([C@H](O)C1=CC=CC=C1)(=O)O (D-(-)-mandelic acid). The yield is 72.6%. RXN SMILES: [C:1]([O:11]CC(N)CC)(=[O:10])[C@@H:2]([C:4]1[CH:9]=[CH:8][CH:7]=[CH:6][CH:5]=1)[OH:3]>O>[C:1]([OH:11])(=[O:10])[C@@H:2]([C:4]1[CH:9]=[CH:8][CH:7]=[CH:6][CH:5]=1)[OH:3]. Procedure: A portion of the (-)-2-amino-1-butanol D-(-)-mandelate wet cake (155 grams "as is"--90.3% pure; 0.58 mole) from resolution A is dissolved in water (125 mls) at 50°-55° C. and the resulting solution is distilled under vacuum to remove 48.5 mls of methanol and water. The concentrated solution is treated with 37% hydrochloric acid (60 mls) and the acidified solution is cooled to -5° C. over about 5 hours to crystallize D-(-)-mandelic acid from the solution. The crystals are isolated by filtration, ... Starting materials: C[Zn](C)(C)([Li])([Li])c1ccccc1 (effective_coupling_partner), COc3ccc2ccc(c1ccccc1)cc2c3 (substrate). Reagents/catalysts: PCy3. Conditions: temperature 25 celsius, time 9 hour. Yields the product c4ccc(c3ccc2ccc(c1ccccc1)cc2c3)cc4. Reactants: COC(C1=CC(=CC=C1)N1CCC2(OCCO2)CC1)=O (methyl-3-(1,4-dioxa-8-azaspiro[4.5]dec-8-yl)-benzoate), O.C1(=CC=C(C=C1)S(=O)(=O)O)C (p-toluenesulfonic acid monohydrate). Run in O (water), CC(=O)C (acetone). Product: COC(C1=CC(=CC=C1)N1CCC(CC1)=O)=O (Methyl-3-(4-oxopiperidin-1-yl)-benzoate). Isolated yield 79.3%. RXN SMILES: [CH3:1][O:2][C:3](=[O:20])[C:4]1[CH:9]=[CH:8][CH:7]=[C:6]([N:10]2[CH2:19][CH2:18][C:13]3(OCC[O:14]3)[CH2:12][CH2:11]2)[CH:5]=1.O.C1(C)C=CC(S(O)(=O)=O)=CC=1>O.CC(C)=O>[CH3:1][O:2][C:3](=[O:20])[C:4]1[CH:9]=[CH:8][CH:7]=[C:6]([N:10]2[CH2:19][CH2:18][C:13](=[O:14])[CH2:12][CH2:11]2)[CH:5]=1 |f:1.2|. Procedure: A mixture of methyl-3-(1,4-dioxa-8-azaspiro[4.5]dec-8-yl)-benzoate (1.80 g, 6.49 mmol) and p-toluenesulfonic acid monohydrate (123 mg, 0.649 mmol) in water (30 mL) and acetone (15 mL) was heated at reflux for 17 hours. The organic solvent was removed in vacuo and the aqueous mixture was extracted with dichloromethane. The organic extract was washed with saturated NaHCO3(aq.), dried (MgSO4), filtered and concentrated. Elution through a flash column (silica gel 60, 230-400 mesh, 3:2 hexanes:EtOAc)... Starting materials: COCn1ccnc1C(O)(c1ccccc1)c1cccc(C(F)(F)F)c1, CC(=O)O, Cl, O. Yields the product OC(c1ccccc1)(c1cccc(C(F)(F)F)c1)c1ncc[nH]1. RXN SMILES: [CH3:1][O:2][CH2:3][n:4]1[c:5]([C:9]([OH:10])([c:11]2[cH:12][c:13]([C:17]([F:18])([F:19])[F:20])[cH:14][cH:15][cH:16]2)[c:21]2[cH:22][cH:23][cH:24][cH:25][cH:26]2)[n:6][cH:7][cH:8]1.[CH3:27][C:28](=[O:29])[OH:30].[ClH:31].[OH2:32]>>[nH:4]1[c:5]([C:9]([OH:10])([c:11]2[cH:12][c:13]([C:17]([F:18])([F:19])[F:20])[cH:14][cH:15][cH:16]2)[c:21]2[cH:22][cH:23][cH:24][cH:25][cH:26]2)[n:6][cH:7][cH:8]1. Reactants: c1cc2sccc2c(N2CCNCC2)n1, CC(=O)NC1CCC(CC=O)CC1. Product: CC(=O)NC1CCC(CCN2CCN(c3nccc4sccc34)CC2)CC1. Reaction SMILES: [N:1]1([c:7]2[n:8][cH:9][cH:10][c:11]3[c:12]2[cH:13][cH:14][s:15]3)[CH2:2][CH2:3][NH:4][CH2:5][CH2:6]1.[O:16]=[CH:17][CH2:18][CH:19]1[CH2:20][CH2:21][CH:22]([NH:25][C:26]([CH3:27])=[O:28])[CH2:23][CH2:24]1>>[N:1]1([c:7]2[n:8][cH:9][cH:10][c:11]3[c:12]2[cH:13][cH:14][s:15]3)[CH2:2][CH2:3][N:4]([CH2:17][CH2:18][CH:19]2[CH2:20][CH2:21][CH:22]([NH:25][C:26]([CH3:27])=[O:28])[CH2:23][CH2:24]2)[CH2:5][CH2:6]1.